This data is from the Open Reaction Database (ORD), a public repository of structured organic reaction records. The task is: describe an organic reaction: reactants, conditions, products, and yield Starting materials: C(C(C)C)S(=O)(=O)C1=CC=CC(=N1)C#N (6-(isobutylsulfonyl)picolinonitrile), [OH-].[Na+] (sodium hydroxide), O (water), ice water. Conditions: temperature 90 celsius. The product is C(C(C)C)S(=O)(=O)C1=CC=CC(=N1)C(=O)O (6-(Isobutylsulfonyl)picolinic acid). Isolated yield 85.0%. RXN SMILES: [CH2:1]([S:5]([C:8]1[N:13]=[C:12]([C:14]#N)[CH:11]=[CH:10][CH:9]=1)(=[O:7])=[O:6])[CH:2]([CH3:4])[CH3:3].[OH-:16].[Na+].[OH2:18]>>[CH2:1]([S:5]([C:8]1[N:13]=[C:12]([C:14]([OH:18])=[O:16])[CH:11]=[CH:10][CH:9]=1)(=[O:7])=[O:6])[CH:2]([CH3:4])[CH3:3] |f:1.2|. Procedure details: A suspension of 6-(isobutylsulfonyl)picolinonitrile (126 mg, 562 μmol) and powdered sodium hydroxide (89.9 mg, 2.25 mmol) in water (15 mL) was heated to 90° C. for 24 h, poured into ice water/0.1 N aqueous HCl solution (1:1) and extracted 3 times with EtOAc. The organic layers were washed with ice water/brine (1:1), dried over Na2SO4 and concentrated in vacuo to give the title compound (116 mg, 85%) as white solid which was sufficiently pure to be used in the next reaction step. MS (EI): m/e=241... Starting materials: CCCCCC=CCC=CCCCCCCCCOCC(O)COCCCCCCCCC=CCC=CCCCCC, CCCCCCCCCCCCCCCC(O)=S. Product: CCCCCC=CCC=CCCCCCCCCOCC(O)C(OCCCCCCCCC=CCC=CCCCCC)C(=S)CCCCCCCCCCCCCCC. As a reaction SMILES: [CH2:1]([CH2:2][CH2:3][CH2:4][CH2:5][CH2:6][CH2:7][CH2:8][CH:9]=[CH:10][CH2:11][CH:12]=[CH:13][CH2:14][CH2:15][CH2:16][CH2:17][CH3:18])[O:19][CH2:20][CH:21]([OH:22])[CH2:23][O:24][CH2:25][CH2:26][CH2:27][CH2:28][CH2:29][CH2:30][CH2:31][CH2:32][CH:33]=[CH:34][CH2:35][CH:36]=[CH:37][CH2:38][CH2:39][CH2:40][CH2:41][CH3:42].[CH2:43]([CH2:44][CH2:45][CH2:46][CH2:47][CH2:48][CH2:49][CH2:50][CH2:51][CH2:52][CH2:53][CH2:54][CH2:55][CH3:56])[CH2:57][C:58](=[S:59])[OH:60]>>[CH2:1]([CH2:2][CH2:3][CH2:4][CH2:5][CH2:6][CH2:7][CH2:8][CH:9]=[CH:10][CH2:11][CH:12]=[CH:13][CH2:14][CH2:15][CH2:16][CH2:17][CH3:18])[O:19][CH2:20][CH:21]([OH:22])[CH:23]([O:24][CH2:25][CH2:26][CH2:27][CH2:28][CH2:29][CH2:30][CH2:31][CH2:32][CH:33]=[CH:34][CH2:35][CH:36]=[CH:37][CH2:38][CH2:39][CH2:40][CH2:41][CH3:42])[C:58]([CH2:57][CH2:43][CH2:44][CH2:45][CH2:46][CH2:47][CH2:48][CH2:49][CH2:50][CH2:51][CH2:52][CH2:53][CH2:54][CH2:55][CH3:56])=[S:59].